From a dataset of the Open Reaction Database (ORD), a public repository of structured organic reaction records. describe an organic reaction: reactants, conditions, products, and yield The reactants are (1988),in, BrBr (bromine), C(C)(=O)C1=C(C=C(C#N)C=C1C)C (4-acetyl 3,5-dimethyl benzonitrile), saturated solution, [Cl-].[NH4+] (ammonium chloride), II, C(C)OCC (diethyl ether). The solvent is O1CCOCC1 (dioxane). Yields the product CC=1C=C(C#N)C=C(C1C(CBr)=O)C (3,5-dimethyl 4-(2-bromo 1-oxoethyl)benzonitrile). The yield is 82.4%. Reaction SMILES: [Br:1]Br.[C:3]([C:6]1[C:13]([CH3:14])=[CH:12][C:9]([C:10]#[N:11])=[CH:8][C:7]=1[CH3:15])(=[O:5])[CH3:4].C(OCC)C.[Cl-].[NH4+]>O1CCOCC1>[CH3:14][C:13]1[CH:12]=[C:9]([CH:8]=[C:7]([CH3:15])[C:6]=1[C:3](=[O:5])[CH2:4][Br:1])[C:10]#[N:11] |f:3.4|. Reported procedure: 4.6 g of bromine are introduced slowly at about -5° C. into a solution of 4 g of 4-acetyl 3,5-dimethyl benzonitrile, prepared according to the method described in J. Chem. Soc. Perkin Trans. II, p. 943-949 (1988),in 10 ml of diethyl ether and 5 ml of dioxane. The mixture is allowed to attain room temperature, and after it has been stirred for 1 hour 15 ml of a saturated solution of ammonium chloride are added to it. The organic phase is separated and the solvent is removed under reduced pressure... Starting materials: NC1=NC2(CO1)c1cc(Br)ccc1Oc1ccc(-c3cccnc3F)cc12, CCCC[Sn](CCCC)(CCCC)c1cc(C)no1. Yields the product Cc1cc(-c2ccc3c(c2)C2(COC(N)=N2)c2cc(-c4cccnc4F)ccc2O3)on1. RXN SMILES: [Br:1][c:2]1[cH:3][c:4]2[c:5]([cH:6][cH:7]1)[O:8][c:9]1[cH:10][cH:11][c:12](-[c:21]3[c:22]([F:27])[n:23][cH:24][cH:25][cH:26]3)[cH:13][c:14]1[C:15]21[N:16]=[C:17]([NH2:20])[O:18][CH2:19]1.[CH3:28][c:29]1[n:30][o:31][c:32]([Sn:34]([CH2:35][CH2:36][CH2:37][CH3:38])([CH2:39][CH2:40][CH2:41][CH3:42])[CH2:43][CH2:44][CH2:45][CH3:46])[cH:33]1>>[c:2]1(-[c:32]2[o:31][n:30][c:29]([CH3:28])[cH:33]2)[cH:3][c:4]2[c:5]([cH:6][cH:7]1)[O:8][c:9]1[cH:10][cH:11][c:12](-[c:21]3[c:22]([F:27])[n:23][cH:24][cH:25][cH:26]3)[cH:13][c:14]1[C:15]21[N:16]=[C:17]([NH2:20])[O:18][CH2:19]1. Reactants: ClC1=NC(=NC2=C1CCC2)SC (4-chloro-2-methylthio-6,7-dihydro-5H-cyclopentapyrimidine), C[O-].[Na+] (sodium methoxide). Run in CO (methanol). Conditions: time 2 hour. Product: COC1=NC(=NC2=C1CCC2)SC (4-Methoxy-2-methylthio-6,7-dihydro-5H-cyclopentapyrimidine). As a reaction SMILES: Cl[C:2]1[C:7]2[CH2:8][CH2:9][CH2:10][C:6]=2[N:5]=[C:4]([S:11][CH3:12])[N:3]=1.[CH3:13][O-:14].[Na+]>CO>[CH3:13][O:14][C:2]1[C:7]2[CH2:8][CH2:9][CH2:10][C:6]=2[N:5]=[C:4]([S:11][CH3:12])[N:3]=1 |f:1.2|. Procedure: 18.05 g (90 mmol) of 4-chloro-2-methylthio-6,7-dihydro-5H-cyclopentapyrimidine were dissolved in 200 ml of methanol. At 45° C., 16.7 g of sodium methoxide (as 30% strength solution in methanol) were added dropwise, and the mixture was stirred for 2 hours. The solution was evaporated, taken up in ethyl acetate and acidified with dilute hydrochloric acid, and the ethyl acetate extract was evaporated. 15.5 g of an oil remained. Starting materials: C(C1=CC=CC=C1)N1N=C2C=CC=C(C2=C1)OCC(CNCCNC1=C(C=CC=C1C)C)O (1-(2-Benzylindazol-4-yloxy)-3-[2-(2,6-dimethylphenylamino)-ethylamino]-propan-2-ol), Cl (hydrochloric acid). Reagents/catalysts: [Pd] (palladium-charcoal). Run in CO (methanol). Yields the product N1N=CC2=C(C=CC=C12)OCC(CNCCNC1=C(C=CC=C1C)C)O (1-(Indazol-4-yloxy)-3-[2-(2,6-dimethylphenylamino)ethylamino]-propan-2-ol). Reaction SMILES: C([N:8]1[CH:16]=[C:15]2[C:10]([CH:11]=[CH:12][CH:13]=[C:14]2[O:17][CH2:18][CH:19]([OH:33])[CH2:20][NH:21][CH2:22][CH2:23][NH:24][C:25]2[C:30]([CH3:31])=[CH:29][CH:28]=[CH:27][C:26]=2[CH3:32])=[N:9]1)C1C=CC=CC=1.Cl>[Pd].CO>[NH:9]1[C:10]2[C:15](=[C:14]([O:17][CH2:18][CH:19]([OH:33])[CH2:20][NH:21][CH2:22][CH2:23][NH:24][C:25]3[C:30]([CH3:31])=[CH:29][CH:28]=[CH:27][C:26]=3[CH3:32])[CH:13]=[CH:12][CH:11]=2)[CH:16]=[N:8]1. Reported procedure: 6.8 g. 1-(2-Benzylindazol-4-yloxy)-3-[2-(2,6-dimethylphenylamino)-ethylamino]-propan-2-ol in 100 ml. methanol and 10 ml. concentrated hydrochloric acid are hydrogenated over 0.9 g. of 10% palladium-charcoal. After suction filtration, the filtrate is evaporated, the residue is dissolved in water, rendered alkaline with aqueous sodium hydroxide solution and extracted with methylene chloride. The organic phase is evaporated and the residue is triturated with diethyl ether and filtered off with suct... Starting materials: C(CCC)N1C(C(=C(C=C1)OS(=O)(=O)C(F)(F)F)Cl)=O (Trifluoro-methanesulfonic acid 1-butyl-3-chloro-2-oxo-1,2-dihydropyridin-4-yl ester), C1(CC1)CN1C(C=C(C=C1)O)=O (1-cyclopropylmethyl-4-hydroxy-1H-pyridin-2-one), C(CCC)N1C(C=C(C=C1)O)=O (1-Butyl-4-hydroxy-1H-pyridin-2-one), C(C1=CC=CC=C1)OC1=CC(NC=C1)=O (4-benzyloxy-1H-pyridin-2-one), C1(CC1)CBr (cyclopropylmethyl-bromide). Yields the product ClC=1C(N(C=CC1OS(=O)(=O)C(F)(F)F)CCC(C)C)=O (Trifluoro-methanesulfonic acid 3-chloro-1-(3-methyl-butyl)-2-oxo-1,2-dihydro-pyridin-4-yl ester). Reaction SMILES: [CH2:1]([N:5]1[CH:10]=[CH:9][C:8]([O:11][S:12]([C:15]([F:18])([F:17])[F:16])(=[O:14])=[O:13])=[C:7]([Cl:19])[C:6]1=[O:20])[CH2:2][CH2:3][CH3:4].[CH:21]1(CN2C=CC(O)=CC2=O)CC1.C(N1C=CC(O)=CC1=O)CCC.C(OC1C=CNC(=O)C=1)C1C=CC=CC=1.C1(CBr)CC1>>[Cl:19][C:7]1[C:6](=[O:20])[N:5]([CH2:1][CH2:2][CH:3]([CH3:21])[CH3:4])[CH:10]=[CH:9][C:8]=1[O:11][S:12]([C:15]([F:16])([F:17])[F:18])(=[O:14])=[O:13]. Reported procedure: Intermediate D6 was prepared following the same procedure implemented for the synthesis of D4, using as starting material 1-cyclopropylmethyl-4-hydroxy-1H-pyridin-2-one which was prepared by the same method used for the synthesis of intermediate D2, by reaction of 4-benzyloxy-1H-pyridin-2-one with cyclopropylmethyl-bromide.